describe an organic reaction: reactants, conditions, products, and yield From a dataset of the Open Reaction Database (ORD), a public repository of structured organic reaction records. Reactants: CNN, CC(C)(C)OC(=O)N1CCCC(ON2C(=O)c3ccccc3C2=O)C1. The product is CC(C)(C)OC(=O)N1CCCC(ON)C1. RXN SMILES: [CH3:26][NH:27][NH2:28].[O:1]=[C:2]1[N:3]([O:12][CH:13]2[CH2:14][N:15]([C:19](=[O:20])[O:21][C:22]([CH3:23])([CH3:24])[CH3:25])[CH2:16][CH2:17][CH2:18]2)[C:10](=[O:11])[c:5]2[c:4]1[cH:9][cH:8][cH:7][cH:6]2>>[NH2:3][O:12][CH:13]1[CH2:14][N:15]([C:19](=[O:20])[O:21][C:22]([CH3:23])([CH3:24])[CH3:25])[CH2:16][CH2:17][CH2:18]1. Reactants: ClC=1C(=NC(=NC1)SC)C(=O)N(CC1=CC=C(C=C1)C)C(C(=O)N)C1=CC2=C(OCCO2)C=C1 (5-Chloro-2-methylthio-N-[2-amino-1-{1,4-benzodioxan-6-yl}-2-oxoethyl]-N-(4-methylbenzyl)pyrimidine-4-carboxamide), CC=1C(=NC=CN1)C(=O)O (3-methylpyrazine-2-carboxylic acid), COC=1C=C(C=O)C=CC1 (3-methoxybenzaldehyde), aldehyde. The product is CC=1C(=NC=CN1)C(=O)N(CC1=CC=C(C=C1)C)C(C(=O)N)C1=CC(=CC=C1)OC (3-Methyl-N-[2-amino-1-{3-methoxyphenyl}-2-oxoethyl]-N-(4-methylbenzyl)pyrazine-2-carboxamide). As a reaction SMILES: ClC1C(C([N:12]([CH:21]([C:25]2[CH:34]=[CH:33][C:28]3OC[CH2:31][O:32][C:27]=3[CH:26]=2)[C:22]([NH2:24])=[O:23])[CH2:13][C:14]2[CH:19]=[CH:18][C:17]([CH3:20])=[CH:16][CH:15]=2)=O)=NC(SC)=NC=1.[CH3:35][C:36]1[C:37]([C:42]([OH:44])=O)=[N:38][CH:39]=[CH:40][N:41]=1.COC1C=C(C=CC=1)C=O>>[CH3:35][C:36]1[C:37]([C:42]([N:12]([CH:21]([C:25]2[CH:34]=[CH:33][CH:28]=[C:27]([O:32][CH3:31])[CH:26]=2)[C:22]([NH2:24])=[O:23])[CH2:13][C:14]2[CH:19]=[CH:18][C:17]([CH3:20])=[CH:16][CH:15]=2)=[O:44])=[N:38][CH:39]=[CH:40][N:41]=1. Procedure details: This was prepared in the same manner as the product from example 242 using 3-methylpyrazine-2-carboxylic acid (JOC, 2002, p556) and 3-methoxybenzaldehyde as the acid and aldehyde components to give the title compound as a foam, 0.5 g, (63%). Starting materials: P(=O)([O-])([O-])[O-] (phosphate), OC(C(=O)OCC)CCC1=CC=CC=C1 (racemic ethyl 2-hydroxy-4-phenylbutanoate), [OH-].[Na+] (sodium hydroxide), [OH-].[Na+] (sodium hydroxide). Run in O (water). The product is O[C@@H](C(=O)OCC)CCC1=CC=CC=C1 (ethyl (2R)-2-hydroxy-4-phenylbutanoate). The yield is 48.7%. RXN SMILES: P([O-])([O-])([O-])=O.[OH:6][CH:7]([CH2:13][CH2:14][C:15]1[CH:20]=[CH:19][CH:18]=[CH:17][CH:16]=1)[C:8]([O:10][CH2:11][CH3:12])=[O:9].[OH-].[Na+]>O>[OH:6][C@H:7]([CH2:13][CH2:14][C:15]1[CH:16]=[CH:17][CH:18]=[CH:19][CH:20]=1)[C:8]([O:10][CH2:11][CH3:12])=[O:9] |f:2.3|. Procedure: A 3 L three-neck, round-bottom flask equipped with a mechanical stirrer, an electrode connected to a pH control unit and an addition tube connected to a peristaltic pump, was charged with 450 ml of deionized water, 50 ml of 0.05M aqueous phosphate buffer (pH 7.0) and 52.0 g of racemic ethyl 2-hydroxy-4-phenylbutanoate. The mixture was stirred for several minutes to make certain that the pH remained constant at 7.0. Then, 0.67 g (20,000 units) of Pseudomonas lipase enzyme (P-30, Amano Internation... The reactants are C, COc1cc(N(C(=O)C(C)NC(=O)OCc2ccccc2)C(=O)N(CCC2CCCCC2)c2ccccc2)c(O)c(C(C)(C)C)c1, CO, Cl, [Pd]. Yields the product COc1cc(N(C(=O)C(C)N)C(=O)N(CCC2CCCCC2)c2ccccc2)c(O)c(C(C)(C)C)c1. As a reaction SMILES: [C:48].[CH2:1]([O:2][C:3](=[O:4])[NH:11][CH:12]([CH3:13])[C:14](=[O:15])[N:16]([C:17](=[O:18])[N:19]([c:20]1[cH:21][cH:22][cH:23][cH:24][cH:25]1)[CH2:26][CH2:27][CH:28]1[CH2:29][CH2:30][CH2:31][CH2:32][CH2:33]1)[c:34]1[c:35]([OH:46])[c:36]([C:42]([CH3:43])([CH3:44])[CH3:45])[cH:37][c:38]([O:40][CH3:41])[cH:39]1)[c:5]1[cH:6][cH:7][cH:8][cH:9][cH:10]1.[CH3:50][OH:51].[ClH:47].[Pd:49]>>[NH2:11][CH:12]([CH3:13])[C:14](=[O:15])[N:16]([C:17](=[O:18])[N:19]([c:20]1[cH:21][cH:22][cH:23][cH:24][cH:25]1)[CH2:26][CH2:27][CH:28]1[CH2:29][CH2:30][CH2:31][CH2:32][CH2:33]1)[c:34]1[c:35]([OH:46])[c:36]([C:42]([CH3:43])([CH3:44])[CH3:45])[cH:37][c:38]([O:40][CH3:41])[cH:39]1. Starting materials: CC(=O)O[BH-](OC(C)=O)OC(C)=O, CC(C)C1CNCC(=O)N1, Cn1c(CC=O)nc2c(N3CCOCC3)nc(Cl)nc21, Cn1cnc2c(Cl)nc(Cl)nc21, [Na+]. Product: CC(C)C1CN(CCc2nc3c(N4CCOCC4)nc(Cl)nc3n2C)CC(=O)N1. As a reaction SMILES: [C:43]([O:44][BH-:45]([O:46][C:47](=[O:48])[CH3:49])[O:50][C:51](=[O:52])[CH3:53])(=[O:54])[CH3:55].[CH:21]([CH3:22])([CH3:23])[CH:24]1[CH2:25][NH:26][CH2:27][C:28](=[O:30])[NH:29]1.[Cl:1][c:2]1[n:3][c:4]([N:15]2[CH2:16][CH2:17][O:18][CH2:19][CH2:20]2)[c:5]2[n:6][c:7]([CH2:12][CH:13]=[O:14])[n:8]([CH3:11])[c:9]2[n:10]1.[Cl:31][c:32]1[n:33][c:34]2[c:35]([n:36][cH:37][n:38]2[CH3:39])[c:40]([Cl:41])[n:42]1.[Na+:56]>>[Cl:1][c:2]1[n:3][c:4]([N:15]2[CH2:16][CH2:17][O:18][CH2:19][CH2:20]2)[c:5]2[n:6][c:7]([CH2:12][CH2:13][N:26]3[CH2:25][CH:24]([CH:21]([CH3:22])[CH3:23])[NH:29][C:28](=[O:30])[CH2:27]3)[n:8]([CH3:11])[c:9]2[n:10]1. Reactants: Cc1ccc(-c2ccc3c(c2)C=C(C(=O)Nc2ccc(CN(C)C4CCOCC4)cc2)CCC3)cc1, CI, CN(C)C=O. Yields the product Cc1ccc(-c2ccc3c(c2)C=C(C(=O)Nc2ccc(C[N+](C)(C)C4CCOCC4)cc2)CCC3)cc1, [I-]. Reaction SMILES: [CH3:1][c:2]1[cH:3][cH:4][c:5](-[c:8]2[cH:9][cH:10][c:11]3[c:12]([cH:36]2)[CH:13]=[C:14]([C:18](=[O:19])[NH:20][c:21]2[cH:22][cH:23][c:24]([CH2:27][N:28]([CH3:29])[CH:30]4[CH2:31][CH2:32][O:33][CH2:34][CH2:35]4)[cH:25][cH:26]2)[CH2:15][CH2:16][CH2:17]3)[cH:6][cH:7]1.[CH3:37][I:38].[CH3:39][N:40]([CH3:41])[CH:42]=[O:43]>>[CH3:1][c:2]1[cH:3][cH:4][c:5](-[c:8]2[cH:9][cH:10][c:11]3[c:12]([cH:36]2)[CH:13]=[C:14]([C:18](=[O:19])[NH:20][c:21]2[cH:22][cH:23][c:24]([CH2:27][N+:28]([CH3:29])([CH:30]4[CH2:31][CH2:32][O:33][CH2:34][CH2:35]4)[CH3:37])[cH:25][cH:26]2)[CH2:15][CH2:16][CH2:17]3)[cH:6][cH:7]1.[I-:38].